Dataset: the Open Reaction Database (ORD), a public repository of structured organic reaction records. Task: describe an organic reaction: reactants, conditions, products, and yield Starting materials: N1N=C(N=C1)S (1H-1,2,4-triazole-3-thiol), N1N=CN=C1 (1H-1,2,4-triazole), ClCCOC=1C=C(C#N)C=CC1 (3-[(2-chloroethyl)oxy]benzonitrile), ClCCCOC=1C=C(C#N)C=CC1 (3-[(3-chloropropyl)oxy]benzonitrile). Product: N1(N=CN=C1)CCCOC=1C=C(C#N)C=CC1 (3-[3-(1H-1,2,4-triazol-1-yl)propoxy]benzonitrile), oil. The yield is 32.0%. Reaction SMILES: ClCCOC1C=C(C=CC=1)C#N.Cl[CH2:14][CH2:15][CH2:16][O:17][C:18]1[CH:19]=[C:20]([CH:23]=[CH:24][CH:25]=1)[C:21]#[N:22].[NH:26]1[CH:30]=[N:29][C:28](S)=[N:27]1.N1C=NC=N1>>[N:26]1([CH2:14][CH2:15][CH2:16][O:17][C:18]2[CH:19]=[C:20]([CH:23]=[CH:24][CH:25]=2)[C:21]#[N:22])[CH:30]=[N:29][CH:28]=[N:27]1. Procedure details: By a method similar to that in Reference Example 2, and using, instead of 3-[(2-chloroethyl)oxy]benzonitrile, 3-[(3-chloropropyl)oxy]benzonitrile obtained in Reference Example 4 and using, instead of 1H-1,2,4-triazole-3-thiol, 1H-1,2,4-triazole, the title compound was obtained as a colorless oil (750.0 mg, 32%). The reactants are COC(=O)C1CC1CCOc1ccccc1, [Li+], [OH-]. Product: O=C(O)C1CC1CCOc1ccccc1. Reaction SMILES: [CH3:1][O:2][C:3](=[O:4])[CH:5]1[CH:6]([CH2:8][CH2:9][O:10][c:11]2[cH:12][cH:13][cH:14][cH:15][cH:16]2)[CH2:7]1.[Li+:17].[OH-:18]>>[O:2]=[C:3]([OH:4])[CH:5]1[CH:6]([CH2:8][CH2:9][O:10][c:11]2[cH:12][cH:13][cH:14][cH:15][cH:16]2)[CH2:7]1.